Task: describe an organic reaction: reactants, conditions, products, and yield. Dataset: the Open Reaction Database (ORD), a public repository of structured organic reaction records Starting materials: CC(=O)O, CCOc1cc(C2CCNCC2)ccc1NC(=O)C(F)(F)F, CO, C=CS(C)(=O)=O, ClCCl, [K+], [K+], O=C([O-])[O-]. Yields the product CCOc1cc(C2CCN(CCS(C)(=O)=O)CC2)ccc1NC(=O)C(F)(F)F. As a reaction SMILES: [C:1]([OH:2])(=[O:3])[CH3:4].[CH2:5]([CH3:6])[O:7][c:8]1[c:9]([NH:20][C:21]([C:22]([F:23])([F:24])[F:25])=[O:26])[cH:10][cH:11][c:12]([CH:14]2[CH2:15][CH2:16][NH:17][CH2:18][CH2:19]2)[cH:13]1.[CH3:39][OH:40].[CH:27](=[CH2:28])[S:29](=[O:30])(=[O:31])[CH3:32].[Cl:41][CH2:42][Cl:43].[K+:33].[K+:34].[O-:35][C:36]([O-:37])=[O:38]>>[CH2:5]([CH3:6])[O:7][c:8]1[c:9]([NH:20][C:21]([C:22]([F:23])([F:24])[F:25])=[O:26])[cH:10][cH:11][c:12]([CH:14]2[CH2:15][CH2:16][N:17]([CH2:28][CH2:27][S:29](=[O:30])(=[O:31])[CH3:32])[CH2:18][CH2:19]2)[cH:13]1. Reactants: BrCCBr, O=C([O-])[O-], CC#N, Cc1ccc(O)c(Cl)c1, [Cs+], [Cs+]. Yields the product Cc1ccc(OCCBr)c(Cl)c1. As a reaction SMILES: [Br:10][CH2:11][CH2:12][Br:13].[C:14](=[O:15])([O-:16])[O-:17].[CH3:20][C:21]#[N:22].[Cl:1][c:2]1[c:3]([OH:9])[cH:4][cH:5][c:6]([CH3:8])[cH:7]1.[Cs+:18].[Cs+:19]>>[Cl:1][c:2]1[c:3]([O:9][CH2:12][CH2:11][Br:10])[cH:4][cH:5][c:6]([CH3:8])[cH:7]1. Solvent: O1CCOCC1 (dioxane). Starting materials: ClC1=CC=C(C=C1)[C@H]1[C@@H](CNC1)C(=O)OC (Methyl (3S,4R)-4-(4-chlorophenyl)pyrrolidine-3-carboxylate), ClC1=CC=C(C=C1)[C@H]1[C@@H](CNC1)C(=O)OC (methyl (3S,4R)-4-(4-chlorophenyl)pyrrolidine-3-carboxylate), CCN(C(C)C)C(C)C (DIPEA), ClC=1N=NC(=CC1)C (3-chloro-6-methylpyridazine). The yield is 75.0%. Product: ClC1=CC=C(C=C1)[C@H]1[C@@H](CN(C1)C=1N=NC(=CC1)C)C(=O)OC (Methyl (3S,4R)-4-(4-chlorophenyl)-1-(6-methylpyridazin-3-yl)pyrrolidine-3-carboxylate). Reaction conditions: time 5 minute. RXN SMILES: [Cl:1][C:2]1[CH:7]=[CH:6][C:5]([C@@H:8]2[CH2:12][NH:11][CH2:10][C@H:9]2[C:13]([O:15][CH3:16])=[O:14])=[CH:4][CH:3]=1.CCN(C(C)C)C(C)C.Cl[C:27]1[N:28]=[N:29][C:30]([CH3:33])=[CH:31][CH:32]=1>O1CCOCC1>[Cl:1][C:2]1[CH:7]=[CH:6][C:5]([C@@H:8]2[CH2:12][N:11]([C:27]3[N:28]=[N:29][C:30]([CH3:33])=[CH:31][CH:32]=3)[CH2:10][C@H:9]2[C:13]([O:15][CH3:16])=[O:14])=[CH:4][CH:3]=1. Reported procedure: The product of Step A, methyl (3S,4R)-4-(4-chlorophenyl)pyrrolidine-3-carboxylate (0.46 g, 1.92 mmol) was dissolved in dioxane (2 ml). DIPEA (1.34 ml, 7.67 mmol) and 3-chloro-6-methylpyridazine (0.74 g, 5.76 mmol) were added. The reaction was conducted at 180° C. for 5 minutes with microwave. Then, the reaction mixture was concentrated in vacuo. EtOAc was added to the obtained residue. The mixture was diluted with EtOAc, washed with water and purified by column chromatography (eluent: EtOAc/Hex=... Reactants: ClCCCl, CC(CC(O)C(N)Cc1ccccc1)C(=O)NCCC(C)(C)C, CN(C)C=O, O=C(O)c1cc(O)cc(N2CCCC2=O)c1, On1nnc2ccccc21. Yields the product CC(CC(O)C(Cc1ccccc1)NC(=O)c1cc(O)cc(N2CCCC2=O)c1)C(=O)NCCC(C)(C)C. As a reaction SMILES: [CH2:17]([Cl:18])[CH2:19][Cl:20].[CH3:31][C:32]([CH2:33][CH2:34][NH:35][C:36]([CH:37]([CH2:38][CH:39]([CH:40]([CH2:41][c:42]1[cH:43][cH:44][cH:45][cH:46][cH:47]1)[NH2:48])[OH:49])[CH3:50])=[O:51])([CH3:52])[CH3:53].[O:54]=[CH:55][N:56]([CH3:57])[CH3:58].[OH:1][c:2]1[cH:3][c:4]([C:5](=[O:6])[OH:7])[cH:8][c:9]([N:11]2[C:12](=[O:16])[CH2:13][CH2:14][CH2:15]2)[cH:10]1.[OH:21][n:22]1[c:23]2[c:24]([cH:25][cH:26][cH:27][cH:28]2)[n:29][n:30]1>>[OH:1][c:2]1[cH:3][c:4]([C:5](=[O:7])[NH:48][CH:40]([CH:39]([CH2:38][CH:37]([C:36]([NH:35][CH2:34][CH2:33][C:32]([CH3:31])([CH3:52])[CH3:53])=[O:51])[CH3:50])[OH:49])[CH2:41][c:42]2[cH:43][cH:44][cH:45][cH:46][cH:47]2)[cH:8][c:9]([N:11]2[C:12](=[O:16])[CH2:13][CH2:14][CH2:15]2)[cH:10]1. The reactants are OC1=C(C(N(C2=NC=CC=C12)C1=CC(=CC=C1)OC(F)(F)F)=O)C(CC1=CC=C(C=C1)OC(F)(F)F)=O (4-hydroxy-1-(3-trifluoromethoxyphenyl)-3-(4-trifluoromethoxyphenylacetyl)-1,8-naphthyridin-2(1H)-one), O.NN (hydrazine monohydrate), C(O)([O-])=O.[Na+] (sodium hydrogencarbonate). Run in CN(C)C=O (DMF). Run at temperature 105 celsius, time 2 hour. The product is FC(OC1=CC=C(CC2=NNC3=C2C(N(C=2N=CC=CC32)C3=CC(=CC=C3)OC(F)(F)F)=O)C=C1)(F)F (3-(4-trifluoromethoxybenzyl)-5-(3-trifluoromethoxyphenyl)-1H-pyrazolo[4,3-c][1,8]naphthyridin-4(5H)-one). The yield is 58.0%. RXN SMILES: O[C:2]1[C:11]2[C:6](=[N:7][CH:8]=[CH:9][CH:10]=2)[N:5]([C:12]2[CH:17]=[CH:16][CH:15]=[C:14]([O:18][C:19]([F:22])([F:21])[F:20])[CH:13]=2)[C:4](=[O:23])[C:3]=1[C:24](=O)[CH2:25][C:26]1[CH:31]=[CH:30][C:29](OC(F)(F)F)=[CH:28][CH:27]=1.[OH2:38].[NH2:39][NH2:40].C(=O)([O-])O.[Na+]>CN(C=O)C>[F:20][C:19]([F:22])([F:21])[O:38][C:29]1[CH:28]=[CH:27][C:26]([CH2:25][C:24]2[C:3]3[C:4](=[O:23])[N:5]([C:12]4[CH:17]=[CH:16][CH:15]=[C:14]([O:18][C:19]([F:22])([F:21])[F:20])[CH:13]=4)[C:6]4[N:7]=[CH:8][CH:9]=[CH:10][C:11]=4[C:2]=3[NH:40][N:39]=2)=[CH:31][CH:30]=1 |f:1.2,3.4|. Reported procedure: To a suspension of 4-hydroxy-1-(3-trifluoromethoxyphenyl)-3-(4-trifluoromethoxyphenylacetyl)-1,8-naphthyridin-2(1H)-one (524 mg, 1.0 mmol) produced in Synthesis Example 25 in DMF (5 mL) was added hydrazine monohydrate (purity of 80%, 194 μL), and the mixture was stirred at 100 to 110° C. for 2 hours. To the reaction solution was added a sodium hydrogencarbonate aqueous solution. The resulting precipitate was separated by filtration, recrystallized from ethanol, and dried to give 3-(4-trifluorome...